Dataset: the Open Reaction Database (ORD), a public repository of structured organic reaction records. Task: describe an organic reaction: reactants, conditions, products, and yield Reactants: C(CCCC)O (pentan-1-ol), C1(=CC=C(C=C1)S(=O)(=O)Cl)C (p-toluenesulfonyl chloride). The reagents and catalysts are CN(C1=CC=NC=C1)C (4-(dimethylamino)pyridine). The solvent is C(Cl)Cl (CH2Cl2), N1=CC=CC=C1 (pyridine). Run at time 18 hour. The product is CC1=CC=C(C=C1)S(=O)(=O)OCCCCC (pentyl 4-methylbenzenesulfonate). Yield: 63.4%. RXN SMILES: [CH2:1]([OH:6])[CH2:2][CH2:3][CH2:4][CH3:5].[C:7]1([CH3:17])[CH:12]=[CH:11][C:10]([S:13](Cl)(=[O:15])=[O:14])=[CH:9][CH:8]=1>C(Cl)Cl.N1C=CC=CC=1.CN(C)C1C=CN=CC=1>[CH3:17][C:7]1[CH:12]=[CH:11][C:10]([S:13]([O:6][CH2:1][CH2:2][CH2:3][CH2:4][CH3:5])(=[O:15])=[O:14])=[CH:9][CH:8]=1. Reported procedure: To a solution of pentan-1-ol (9.2 mL, 85 mmol) in CH2Cl2 (70 mL) and pyridine (50 mL) was added 4-(dimethylamino)pyridine (0.52 g, 4.3 mmol) followed by p-toluenesulfonyl chloride (16.2 g, 85 mmol). The mixture was allowed to stir at ambient temperature for 18 h then was quenched with 5% aqueous HCl (10 mL) and the layers were separated. The aqueous phase was extracted with CH2Cl2 (3×5 mL). The combined organic extracts were dried over Na2SO4, filtered and concentrated under reduced pressure. Pu...